From a dataset of the Open Reaction Database (ORD), a public repository of structured organic reaction records. describe an organic reaction: reactants, conditions, products, and yield Starting materials: CN1N=C(N=C1)C#N (1-methyl-1H-1,2,4-triazole-3-carbonitrile), C[O-].[Na+] (sodium methoxide), [Cl-].[NH4+] (ammonium chloride). Yields the product Cl.CN1N=C(N=C1)C(N)=N (1-methyl-1H-1,2,4-triazole-3-carboximidamide hydrochloride). Isolated yield 78.4%. Reaction SMILES: [CH3:1][N:2]1[CH:6]=[N:5][C:4]([C:7]#[N:8])=[N:3]1.C[O-].[Na+].[Cl-:12].[NH4+:13]>>[ClH:12].[CH3:1][N:2]1[CH:6]=[N:5][C:4]([C:7](=[NH:13])[NH2:8])=[N:3]1 |f:1.2,3.4,5.6|. Procedure: 1-methyl-1H-1,2,4-triazole-3-carbonitrile (20 g, 185 mmol) was reacted with sodium methoxide (14 g, 295 mmol) and ammonium chloride (14.8 g, 277.5 mmol) according to the procedure as described in Example 61, Step B to give the title compound as a white solid (23.44 g, 78.8%). The compound was characterized by the following spectroscopic data: